This data is from the Open Reaction Database (ORD), a public repository of structured organic reaction records. The task is: describe an organic reaction: reactants, conditions, products, and yield Starting materials: CC(=O)N1CCc2c(sc(C)c2C(=O)CCl)C1, Cl, Fc1ccc2c(C3CCNCC3)noc2c1. The product is CC(=O)N1CCc2c(sc(C)c2C(=O)CN2CCC(c3noc4cc(F)ccc34)CC2)C1. Reaction SMILES: [C:1]([CH3:2])(=[O:3])[N:4]1[CH2:5][c:6]2[c:7]([c:10]([C:14]([CH2:15][Cl:16])=[O:17])[c:11]([CH3:13])[s:12]2)[CH2:8][CH2:9]1.[ClH:18].[F:19][c:20]1[cH:21][c:22]2[c:23]([c:24]([CH:27]3[CH2:28][CH2:29][NH:30][CH2:31][CH2:32]3)[n:25][o:26]2)[cH:33][cH:34]1>>[C:1]([CH3:2])(=[O:3])[N:4]1[CH2:5][c:6]2[c:7]([c:10]([C:14]([CH2:15][N:30]3[CH2:29][CH2:28][CH:27]([c:24]4[c:23]5[c:22]([cH:21][c:20]([F:19])[cH:34][cH:33]5)[o:26][n:25]4)[CH2:32][CH2:31]3)=[O:17])[c:11]([CH3:13])[s:12]2)[CH2:8][CH2:9]1. Starting materials: FC1=C(C=C(OC2=CC=C(C=C2)C2=CC=CN3C2=NS(CC3)(=O)=O)C=C1)C (9-[4-(4-fluoro-3-methylphenoxy)phenyl]-3,4-dihydropyrido[2,1-c][1,2,4]thiadiazine 2,2-dioxide). The reagents and catalysts are [Pt](=O)=O (Platinum(IV) oxide). The solvent is C1CCOC1 (THF), CO (MeOH). Conditions: temperature 50 celsius, time 3 hour. Product: FC1=C(C=C(OC2=CC=C(C=C2)C2CCCN3C2=NS(CC3)(=O)=O)C=C1)C (9-[4-(4-fluoro-3-methylphenoxy)phenyl]-3,4,6,7,8,9-hexahydropyrido[2,1-c][1,2,4]thiadiazine 2,2-dioxide). Yield: 65.4%. RXN SMILES: [F:1][C:2]1[CH:26]=[CH:25][C:5]([O:6][C:7]2[CH:12]=[CH:11][C:10]([C:13]3[C:18]4=[N:19][S:20](=[O:24])(=[O:23])[CH2:21][CH2:22][N:17]4[CH:16]=[CH:15][CH:14]=3)=[CH:9][CH:8]=2)=[CH:4][C:3]=1[CH3:27]>C1COCC1.CO.[Pt](=O)=O>[F:1][C:2]1[CH:26]=[CH:25][C:5]([O:6][C:7]2[CH:8]=[CH:9][C:10]([CH:13]3[C:18]4=[N:19][S:20](=[O:24])(=[O:23])[CH2:21][CH2:22][N:17]4[CH2:16][CH2:15][CH2:14]3)=[CH:11][CH:12]=2)=[CH:4][C:3]=1[CH3:27]. Procedure details: Platinum(IV) oxide (30 mg) was added to a solution of 9-[4-(4-fluoro-3-methylphenoxy)phenyl]-3,4-dihydropyrido[2,1-c][1,2,4]thiadiazine 2,2-dioxide (256 mg) in THF (dry) (30 mL) and MeOH (30 mL) and the mixture was stirred at 50° C. under hydrogen for 3 hr. Activated carbon was added and the insoluble solid was removed by filtration through NH-silica gel/Celite pad (eluted with EtOAc). The filtrate was concentrated and the residue was crystallized from MeCN/IPE to give the title compound (169.3 ... Reactants: CCC(Br)c1nc2[nH]nc(Br)c2c(=O)n1Cc1ccccc1, CN(C)CCN, CCO. Product: CCC(NCCN(C)C)c1nc2[nH]nc(Br)c2c(=O)n1Cc1ccccc1. Reaction SMILES: [CH2:1]([c:2]1[cH:3][cH:4][cH:5][cH:6][cH:7]1)[n:8]1[c:9]([CH:19]([CH2:20][CH3:21])[Br:22])[n:10][c:11]2[c:12]([c:13]1=[O:14])[c:15]([Br:18])[n:16][nH:17]2.[CH3:23][N:24]([CH2:25][CH2:26][NH2:27])[CH3:28].[CH3:29][CH2:30][OH:31]>>[CH2:1]([c:2]1[cH:3][cH:4][cH:5][cH:6][cH:7]1)[n:8]1[c:9]([CH:19]([CH2:20][CH3:21])[NH:27][CH2:26][CH2:25][N:24]([CH3:23])[CH3:28])[n:10][c:11]2[c:12]([c:13]1=[O:14])[c:15]([Br:18])[n:16][nH:17]2. Reactants: C(Cl)Cl (methylene chloride), C([O-])(O)=O.[Na+] (sodium bicarbonate), C(CCC)(=O)C=1C=NC2=C(C=CC=C2C1Cl)OCCSC (3-butyryl-4-chloro-8-(2-methylthioethoxy)quinoline), CC1=C(N)C(=CC=C1)C (2,6-dimethylaniline). Solvent: O (water), C1(=CC=CC=C1)C (toluene). Run at temperature 90 celsius, time 3 hour. The product is C(CCC)(=O)C=1C=NC2=C(C=CC=C2C1NC1=C(C=CC=C1C)C)OCCSC (3-butyryl-4-(2,6-dimethylphenylamino)-8-(2-methylthioethoxy)quinoline). Yield: 68.5%. Reaction SMILES: [C:1]([C:6]1[CH:7]=[N:8][C:9]2[C:14]([C:15]=1Cl)=[CH:13][CH:12]=[CH:11][C:10]=2[O:17][CH2:18][CH2:19][S:20][CH3:21])(=[O:5])[CH2:2][CH2:3][CH3:4].[CH3:22][C:23]1[CH:29]=[CH:28][CH:27]=[C:26]([CH3:30])[C:24]=1[NH2:25].C(Cl)Cl.C(=O)(O)[O-].[Na+]>C1(C)C=CC=CC=1.O>[C:1]([C:6]1[CH:7]=[N:8][C:9]2[C:14]([C:15]=1[NH:25][C:24]1[C:26]([CH3:30])=[CH:27][CH:28]=[CH:29][C:23]=1[CH3:22])=[CH:13][CH:12]=[CH:11][C:10]=2[O:17][CH2:18][CH2:19][S:20][CH3:21])(=[O:5])[CH2:2][CH2:3][CH3:4] |f:3.4|. Procedure details: A mixture of 3-butyryl-4-chloro-8-(2-methylthioethoxy)quinoline (0.8 g, 2.5 mmol) and 2,6-dimethylaniline (0.45 g, 3.7 mmol) in toluene (12 ml) was heated to 90° C. and stirred 3.0 h. After cooling to room temperature, methylene chloride and water were added. The mixture was neutralized with a saturated solution of sodium bicarbonate. The organic layer was dried over sodium sulfate and evaporated. Chromatography (SiO2 ; EtOAc) gave 0.7 g (68%) of the title compound. Reactants: COC(=O)C=1C(=C2C=C(C(N(C2=C(N1)C#N)CC1=CC=CC=C1)=O)C1=CC=CC=C1)O (1-benzyl-8-cyano-5-hydroxy-2-oxo-3-phenyl-1,2-dihydro-[1,7]naphthyridine-6-carboxylic acid methyl ester), NCC1=CC=NC=C1 (4-(aminomethyl)-pyridine), CC(=O)O (AcOH), O (water). Solvent: CCO (EtOH). Yields the product N1=CC=C(C=C1)CNC(=O)C=1C(=C2C=C(C(N(C2=C(N1)C#N)CC1=CC=CC=C1)=O)C1=CC=CC=C1)O (1-Benzyl-8-cyano-5-hydroxy-2-oxo-3-phenyl-1,2-dihydro-[1,7]naphthyridine-6-carboxylic acid (pyridin-4-ylmethyl)-amide). The yield is 43.4%. RXN SMILES: C[O:2][C:3]([C:5]1[C:6]([OH:31])=[C:7]2[C:12](=[C:13]([C:15]#[N:16])[N:14]=1)[N:11]([CH2:17][C:18]1[CH:23]=[CH:22][CH:21]=[CH:20][CH:19]=1)[C:10](=[O:24])[C:9]([C:25]1[CH:30]=[CH:29][CH:28]=[CH:27][CH:26]=1)=[CH:8]2)=O.[NH2:32][CH2:33][C:34]1[CH:39]=[CH:38][N:37]=[CH:36][CH:35]=1.CC(O)=O.O>CCO>[N:37]1[CH:38]=[CH:39][C:34]([CH2:33][NH:32][C:3]([C:5]2[C:6]([OH:31])=[C:7]3[C:12](=[C:13]([C:15]#[N:16])[N:14]=2)[N:11]([CH2:17][C:18]2[CH:19]=[CH:20][CH:21]=[CH:22][CH:23]=2)[C:10](=[O:24])[C:9]([C:25]2[CH:30]=[CH:29][CH:28]=[CH:27][CH:26]=2)=[CH:8]3)=[O:2])=[CH:35][CH:36]=1. Procedure: A mixture of 1-benzyl-8-cyano-5-hydroxy-2-oxo-3-phenyl-1,2-dihydro-[1,7]naphthyridine-6-carboxylic acid methyl ester (35 mg, 0.085 mmol) and 4-(aminomethyl)-pyridine (0.030 mL, 0.30 mmol) in 2 mL of EtOH was refluxed for 16 h. AcOH (0.1 mL) and water (4 mL) were added, and the resulting precipitate was isolated by filtration. The crude solid was purified by silica gel chromatography (0-45% EtOAc/CH2Cl2+1% AcOH) to give 18 mg of the title compound as an off-white solid. MS: (+) m/z 488.13 (M+1). Yields the product C1(C=2C(C(N1CC1=NC3=C(NC(C1)=O)C=CC=C3)=O)=CC=CC2)=O (4-(Phthalimidomethyl)-1,3-dihydro-1,5-benzodiazepin-2(2H)-one). The solvent is C=1(C(=CC=CC1)C)C (xylene). Starting materials: O=C(CC(=O)OC)CN1C(C=2C(C1=O)=CC=CC2)=O (methyl 3-oxo-4-phthalimidobutyrate), C1(=C(C=CC=C1)N)N (o-phenylenediamine). Reaction SMILES: O=[C:2]([CH2:8][N:9]1[C:13](=[O:14])[C:12]2=[CH:15][CH:16]=[CH:17][CH:18]=[C:11]2[C:10]1=[O:19])[CH2:3][C:4]([O:6]C)=O.[C:20]1([NH2:27])[CH:25]=[CH:24][CH:23]=[CH:22][C:21]=1[NH2:26]>C1(C)C(C)=CC=CC=1>[C:13]1(=[O:14])[N:9]([CH2:8][C:2]2[CH2:3][C:4](=[O:6])[NH:27][C:20]3[CH:25]=[CH:24][CH:23]=[CH:22][C:21]=3[N:26]=2)[C:10](=[O:19])[C:11]2=[CH:18][CH:17]=[CH:16][CH:15]=[C:12]12. Procedure details: A mixture of methyl 3-oxo-4-phthalimidobutyrate (15.4 g, 59 mmol), o-phenylenediamine (6.37 g, 59 mmol) and xylene (150 mL) was refluxed for 20 minutes using Dean-Stark apparatus. The reaction mixture was cooled, and resulting crystals were collected by filtration and washed with toluene to give the object compound (15.36 g, 81%), m.p.244°-246° C. The yield is 81.5%. The reactants are chlorohydrin, CS(=O)(=O)C1=CC=C(C=C1)O (4-(methylsulfonyl)phenol), C(C1=CC=CC=C1)OC1=CC=C(OCCN)C=C1 (p-benzyloxyphenoxyethylamine). Yields the product CS(=O)(=O)C1=CC=C(OCC(CNCCOC2=CC=C(C=C2)OCC2=CC=CC=C2)O)C=C1 (3-[4-(METHYLSULFONYL)PHENOXY]-1-[(p-BENZYLOXYPHENOXYETHYL)AMINO]-2-PROPANOL). RXN SMILES: [CH3:1][S:2]([C:5]1[CH:10]=[CH:9][C:8]([OH:11])=[CH:7][CH:6]=1)(=[O:4])=[O:3].[CH2:12]([O:19][C:20]1[CH:29]=[CH:28][C:23]([O:24][CH2:25][CH2:26][NH2:27])=[CH:22][CH:21]=1)[C:13]1[CH:18]=[CH:17][CH:16]=[CH:15][CH:14]=1>>[CH3:1][S:2]([C:5]1[CH:10]=[CH:9][C:8]([O:11][CH2:7][CH:8]([OH:11])[CH2:9][NH:27][CH2:26][CH2:25][O:24][C:23]2[CH:22]=[CH:21][C:20]([O:19][CH2:12][C:13]3[CH:14]=[CH:15][CH:16]=[CH:17][CH:18]=3)=[CH:29][CH:28]=2)=[CH:7][CH:6]=1)(=[O:3])=[O:4]. Procedure: Reaction of the chlorohydrin derivative of 4-(methylsulfonyl)phenol with p-benzyloxyphenoxyethylamine in accordance with the procedure of Example 15 provides 3-[4-(METHYLSULFONYL)PHENOXY]-1-[(p-BENZYLOXYPHENOXYETHYL)AMINO]-2-PROPANOL.